Dataset: the Open Reaction Database (ORD), a public repository of structured organic reaction records. Task: describe an organic reaction: reactants, conditions, products, and yield Starting materials: CN1C(Cc2ccc(Br)cc2)C2C(=O)N(Cc3ccccc3)C(=O)C2C1(C)C, N#C[Cu], CN(C)C=O. The product is CN1C(Cc2ccc(C#N)cc2)C2C(=O)N(Cc3ccccc3)C(=O)C2C1(C)C. Reaction SMILES: [CH2:1]([c:2]1[cH:3][cH:4][cH:5][cH:6][cH:7]1)[N:8]1[C:9](=[O:28])[CH:10]2[C:11]([CH3:26])([CH3:27])[N:12]([CH3:25])[CH:13]([CH2:17][c:18]3[cH:19][cH:20][c:21]([Br:24])[cH:22][cH:23]3)[CH:14]2[C:15]1=[O:16].[Cu:29][C:30]#[N:31].[O:32]=[CH:33][N:34]([CH3:35])[CH3:36]>>[CH2:1]([c:2]1[cH:3][cH:4][cH:5][cH:6][cH:7]1)[N:8]1[C:9](=[O:28])[CH:10]2[C:11]([CH3:26])([CH3:27])[N:12]([CH3:25])[CH:13]([CH2:17][c:18]3[cH:19][cH:20][c:21]([C:30]#[N:31])[cH:22][cH:23]3)[CH:14]2[C:15]1=[O:16]. Reactants: CSCS(C)=O (formaldehyde dimethyl mercaptal S-oxide), O1CCCC1 (Tetrahydrofuran), [H-].[K+] (potassium hydride), BrCCCBr (1,3-dibromopropane). The solvent is C(Cl)Cl (methylene chloride). Run at time 17 hour. The product is CSC1(CCC1)S(C)=O (cyclobutanone dimethyl mercaptal S-oxide), CSCS(C)=O (formaldehyde dimethyl mercaptal S-oxide). RXN SMILES: O1C[CH2:4][CH2:3][CH2:2]1.[H-].[K+].[CH3:8][S:9][CH2:10][S:11](=[O:13])[CH3:12].BrCCCBr>C(Cl)Cl>[CH3:8][S:9][C:10]1([S:11](=[O:13])[CH3:12])[CH2:4][CH2:3][CH2:2]1.[CH3:8][S:9][CH2:10][S:11](=[O:13])[CH3:12] |f:1.2|. Reported procedure: Tetrahydrofuran (15 ml) was added to 1.01 g of potassium hydride, and with stirring under ice cooling, 1.044g of formaldehyde dimethyl mercaptal S-oxide was added dropwise. After stirring for 1 hour with ice cooling, 2.070g of 1,3-dibromopropane was added dropwise over the course of about 10 minutes. The mixture was stirred for 1 hour with ice cooling, and then for 17 hours at room temperature. Then, 100 ml. of methylene chloride was added, and the insoluble matter was separated by filtration. T... Reactants: BrC1=CC(=C(C=C1F)C1CC(CC1)=O)F (3-(4-bromo-2,5-difluorophenyl) cyclopentanone), [BH4-].[Na+] (sodium borohydride), [OH-].[Na+] (NaOH), C(C)(=O)OCC (ethyl acetate). Run in C(C)O (ethanol), C1CCOC1 (THF). Conditions: time 2 hour. Product: BrC1=CC(=C(C=C1F)C1CC(CC1)O)F (3-(4-Bromo-2,5-difluorophenyl)cyclopentanol). The yield is 71.5%. As a reaction SMILES: [Br:1][C:2]1[C:7]([F:8])=[CH:6][C:5]([CH:9]2[CH2:13][CH2:12][C:11](=[O:14])[CH2:10]2)=[C:4]([F:15])[CH:3]=1.[BH4-].[Na+].[OH-].[Na+].C(OCC)(=O)C>C(O)C.C1COCC1>[Br:1][C:2]1[C:7]([F:8])=[CH:6][C:5]([CH:9]2[CH2:13][CH2:12][CH:11]([OH:14])[CH2:10]2)=[C:4]([F:15])[CH:3]=1 |f:1.2,3.4|. Procedure details: To 15.0 g (54.5 mmol) of 3-(4-bromo-2,5-difluorophenyl) cyclopentanone in 150 ml of absolute ethanol and 10 ml of THF was added 2.5 g (65.4 mmol) of sodium borohydride portionwise. The reaction mixture was stirred for 21/2 hours at room temperature, then poured into a mixture of 250 ml of 1.0 N NaOH and 250 ml of ethyl acetate. The organic phase was washed with water, dried (MgSO4), and concentrated. The crude product was chromatographed over silica gel, eluting with 80:20 CHCl3 :EtOAc, to give ...